This data is from the Open Reaction Database (ORD), a public repository of structured organic reaction records. The task is: describe an organic reaction: reactants, conditions, products, and yield Reactants: [N+](=O)([O-])C=1C=C(COC=2C=C3C(=C(N(C3=CC2)C)N)C#N)C=CC1 (5-(3-nitrobenzyloxy)-2-amino-1-methyl-1H-indole-3-carbonitrile), C(=O)([O-])[O-].[K+].[K+] (K2CO3). The reagents and catalysts are O=[Pt]=O (PtO2). Solvent: CO (MeOH). Product: NC=1C=C(COC=2C=C3C(=C(N(C3=CC2)C)N)C#N)C=CC1 (5-(3-aminobenzyloxy)-2-amino-1-methyl-1H-indole-3-carbonitrile). Yield: 0.1%. As a reaction SMILES: [N+:1]([C:4]1[CH:5]=[C:6]([CH:22]=[CH:23][CH:24]=1)[CH2:7][O:8][C:9]1[CH:10]=[C:11]2[C:15](=[CH:16][CH:17]=1)[N:14]([CH3:18])[C:13]([NH2:19])=[C:12]2[C:20]#[N:21])([O-])=O.C([O-])([O-])=O.[K+].[K+]>CO.O=[Pt]=O>[NH2:1][C:4]1[CH:5]=[C:6]([CH:22]=[CH:23][CH:24]=1)[CH2:7][O:8][C:9]1[CH:10]=[C:11]2[C:15](=[CH:16][CH:17]=1)[N:14]([CH3:18])[C:13]([NH2:19])=[C:12]2[C:20]#[N:21] |f:1.2.3|. Reported procedure: A solution of 5-(3-nitrobenzyloxy)-2-amino-1-methyl-1H-indole-3-carbonitrile (40 mg; 0.12 mol) in MeOH (6 ml) was treated with K2CO3 (6 mg) and hydrogenated over PtO2 (6 mg) at 45 psi at room temperature for 1 hour. After filtration and evaporation to dryness, the residue was purified by flash chromatography eluting with MeOH/CH2Cl2 (5% MeOH) and the appropriate factions were evaporated to give 5-(3-aminobenzyloxy)-2-amino-1-methyl-1H-indole-3-carbonitrile (32 mg). Reactants: COCCCC(CP(OC)(OC)=O)=O (dimethyl 5-methoxy-2-oxopentylphosphonate), [H-].[Na+] (sodium hydride), C(=O)C1C(C2(OCCO2)CC1)CCCCCCCO (7-formyl-6-(7-hydroxyheptyl)-1,4-dioxaspiro[4,4]nonane), [H][H] (hydrogen). Run in C(C)(=O)O (acetic acid), O1CCCC1 (tetrahydrofuran), O1CCCC1 (tetrahydrofuran), O1CCCC1 (tetrahydrofuran). Reaction conditions: time 2 hour. Yields the product OCCCCCCCC1C2(OCCO2)CCC1C=CC(CCCOC)=O (6-(7-hydroxyheptyl)-7-(6-methoxy-3-oxohex-1-enyl)-1,4-dioxaspiro[4,4]nonane). The yield is 97.8%. As a reaction SMILES: [CH3:1][O:2][CH2:3][CH2:4][CH2:5][C:6](=[O:14])[CH2:7]P(=O)(OC)OC.[H-].[Na+].[H][H].[CH:19]([CH:21]1[CH2:29][CH2:28][C:23]2([O:27][CH2:26][CH2:25][O:24]2)[CH:22]1[CH2:30][CH2:31][CH2:32][CH2:33][CH2:34][CH2:35][CH2:36][OH:37])=O>O1CCCC1.C(O)(=O)C>[OH:37][CH2:36][CH2:35][CH2:34][CH2:33][CH2:32][CH2:31][CH2:30][CH:22]1[CH:21]([CH:19]=[CH:7][C:6](=[O:14])[CH2:5][CH2:4][CH2:3][O:2][CH3:1])[CH2:29][CH2:28][C:23]21[O:24][CH2:25][CH2:26][O:27]2 |f:1.2|. Procedure details: A solution of dimethyl 5-methoxy-2-oxopentylphosphonate (5.3 g.) in tetrahydrofuran (19 ml.) was added to a stirred suspension of sodium hydride (0.39 g.) in tetrahydrofuran (140 ml.). The mixture was stirred at room temperature until the evolution of hydrogen had ceased, then treated dropwise with a solution of 7-formyl-6-(7-hydroxyheptyl)-1,4-dioxaspiro[4,4]nonane [4.8 g.; prepared as described in Example 1(iv)] in tetrahydrofuran (47 ml.) and stirred for a further 2 hours. The mixture was aci... Reactants: ClC1=CC=C(N=N1)N(C1CC(NC(C1)(C)C)(C)C)C (6-chloro-N-methyl-N-(2,2,6,6-tetramethylpiperidin-4-yl)pyridazin-3-amine), ClC=1C=CC(=C(C1)O)B1OC(C(O1)(C)C)(C)C (5-chloro-2-(4,4,5,5-tetramethyl-1,3,2-dioxaborolan-2-yl)phenol). Product: ClC=1C=CC(=C(C1)O)C=1N=NC(=CC1)N(C1CC(NC(C1)(C)C)(C)C)C (5-Chloro-2-(6-(methyl(2,2,6,6-tetramethylpiperidin-4-yl)amino)pyridazin-3-yl)phenol). As a reaction SMILES: Cl[C:2]1[N:7]=[N:6][C:5]([N:8]([CH3:19])[CH:9]2[CH2:14][C:13]([CH3:16])([CH3:15])[NH:12][C:11]([CH3:18])([CH3:17])[CH2:10]2)=[CH:4][CH:3]=1.[Cl:20][C:21]1[CH:22]=[CH:23][C:24](B2OC(C)(C)C(C)(C)O2)=[C:25]([OH:27])[CH:26]=1>>[Cl:20][C:21]1[CH:22]=[CH:23][C:24]([C:2]2[N:7]=[N:6][C:5]([N:8]([CH3:19])[CH:9]3[CH2:14][C:13]([CH3:16])([CH3:15])[NH:12][C:11]([CH3:18])([CH3:17])[CH2:10]3)=[CH:4][CH:3]=2)=[C:25]([OH:27])[CH:26]=1. Procedure: Intermediate 1-1 and 5-chloro-2-(4,4,5,5-tetramethyl-1,3,2-dioxaborolan-2-yl)phenol were reacted according GENERAL METHOD 1-5 for Suzuki coupling. 5-Chloro-2-(6-(methyl(2,2,6,6-tetramethylpiperidin-4-yl)amino)pyridazin-3-yl)phenol was obtained as a yellow solid after HPLC purification. LCMS Rt=0.54 min [Method Q], MS (M+1)=375.2. 1H NMR (METHANOL-d4) δ 8.16 (d, J=9.6 Hz, 1H), 7.74 (d, J=8.6 Hz, 1H), 7.45 (d, J=10.1 Hz, 1H), 6.91-7.05 (m, 2H), 5.28-5.44 (m, 1H), 3.06 (s, 3H), 1.88-2.05 (m, 4H), 1... Starting materials: FC1=C(C=CC=C1)S(=O)(=O)NC=1C=C(C(=O)NC2=CC=C(C(=O)O)C=C2)C=CC1 (4-[3-(2-Fluoro-benzenesulfonylamino)-benzoylamino]-benzoic acid), FC1=C(C=CC=C1)S(=O)(=O)Cl (2-fluoro-benzensulfonyl chloride). Yields the product C(C)OC(C1=CC=C(C=C1)NC(C1=CC(=CC=C1)NS(=O)(=O)C1=C(C=CC=C1)F)=O)=O (4-[3-(2-fluoro-benzenesulfonylamino)-benzoylamino]-benzoic acid ethyl ester). Reaction SMILES: [F:1][C:2]1[CH:7]=[CH:6][CH:5]=[CH:4][C:3]=1[S:8]([NH:11][C:12]1[CH:13]=[C:14]([CH:27]=[CH:28][CH:29]=1)[C:15]([NH:17][C:18]1[CH:26]=[CH:25][C:21]([C:22]([OH:24])=[O:23])=[CH:20][CH:19]=1)=[O:16])(=[O:10])=[O:9].F[C:31]1C=CC=C[C:32]=1S(Cl)(=O)=O>>[CH2:31]([O:23][C:22](=[O:24])[C:21]1[CH:25]=[CH:26][C:18]([NH:17][C:15](=[O:16])[C:14]2[CH:27]=[CH:28][CH:29]=[C:12]([NH:11][S:8]([C:3]3[CH:4]=[CH:5][CH:6]=[CH:7][C:2]=3[F:1])(=[O:9])=[O:10])[CH:13]=2)=[CH:19][CH:20]=1)[CH3:32]. Procedure: 4-[3-(2-Fluoro-benzenesulfonylamino)-benzoylamino]-benzoic acid, MS (ISP): m/e=413.1 (M−H), was prepared in analogy to example 1, steps A to D. Step C was performed using 2-fluoro-benzensulfonyl chloride and yielded 4-[3-(2-fluoro-benzenesulfonylamino)-benzoylamino]-benzoic acid ethyl ester, which was hydrolyzed in step D. Starting materials: CC(CCC(=O)N1CCN(CC1)C1=NC=CC(=C1)C1=NOC(=N1)C(Cl)(Cl)Cl)(C)C (1-(4,4-Dimethylpentanoyl)-4-{4-[5-(trichloromethyl)-1,2,4-oxadiazol-3-yl]pyridin-2-yl}piperazine), CNC.CO (dimethylamine methanol). The solvent is CO (methanol). Run at time 2 hour. Product: CC(CCC(=O)N1CCN(CC1)C1=NC=CC(=C1)C1=NOC(=N1)N(C)C)(C)C (1-(4,4-dimethylpentanoyl)-4-{4-[5-(dimethylamino)-1,2,4-oxadiazol-3-yl]pyridin-2-yl}piperazine). RXN SMILES: [CH3:1][C:2]([CH3:29])([CH3:28])[CH2:3][CH2:4][C:5]([N:7]1[CH2:12][CH2:11][N:10]([C:13]2[CH:18]=[C:17]([C:19]3[N:23]=[C:22](C(Cl)(Cl)Cl)[O:21][N:20]=3)[CH:16]=[CH:15][N:14]=2)[CH2:9][CH2:8]1)=[O:6].[CH3:30][NH:31][CH3:32].CO>CO>[CH3:1][C:2]([CH3:29])([CH3:28])[CH2:3][CH2:4][C:5]([N:7]1[CH2:12][CH2:11][N:10]([C:13]2[CH:18]=[C:17]([C:19]3[N:23]=[C:22]([N:31]([CH3:32])[CH3:30])[O:21][N:20]=3)[CH:16]=[CH:15][N:14]=2)[CH2:9][CH2:8]1)=[O:6] |f:1.2|. Procedure details: 1-(4,4-Dimethylpentanoyl)-4-{4-[5-(trichloromethyl)-1,2,4-oxadiazol-3-yl]pyridin-2-yl}piperazine (48.1 mg) was dissolved in methanol (2 mL), and 2.0 M dimethylamine/methanol solution (1 mL) was added thereto and stirred at room temperature for 2 hours. Then, the solvent was evaporated away and the resulting residue was isolated and purified through thin-layer silica gel chromatography (hexane/ethyl acetate=1/1) to obtain 17.5 mg of the entitled compound as a yellow oil. The reactants are N(=[N+]=[N-])C1=C(C(=C(C(=O)OCC2=CC=CC=C2)C=C1OCC1=CC=CC=C1)NC1=C(C=CC=C1)F)F (Benzyl 4-azido-5-(benzyloxy)-3-fluoro-2-((2-fluorophenyl)amino)benzoate), aliphatic and aromatic hydrocarbon, CCOCC (ether), ester, amide, CS(=O)C (DMSO), S1(=O)(=O)CCCC1 (sulfolane). The reagents and catalysts are [Pd] (Pd/C), [Ni] (Ni). Run in O (water), C(CC)O (propan-1-ol), C(C)O (ethanol), CO (methanol), CN1CCCN(C1=O)C (DMPU), CN(C)P(=O)(N(C)C)N(C)C (HMPA). Yields the product NC1=C(C(=C(C(=O)O)C=C1O)NC1=C(C=CC=C1)F)F (4-Amino-3-fluoro-2-((2-fluorophenyl)amino)-5-hydroxybenzoic acid). Reaction SMILES: [N:1]([C:4]1[C:19]([O:20]CC2C=CC=CC=2)=[CH:18][C:7]([C:8]([O:10]CC2C=CC=CC=2)=[O:9])=[C:6]([NH:28][C:29]2[CH:34]=[CH:33][CH:32]=[CH:31][C:30]=2[F:35])[C:5]=1[F:36])=[N+]=[N-].CCOCC.CS(C)=O.S1(CCCC1)(=O)=O>[Pd].[Ni].O.C(O)CC.C(O)C.CO.CN1C(=O)N(C)CCC1.CN(P(N(C)C)(N(C)C)=O)C>[NH2:1][C:4]1[C:19]([OH:20])=[CH:18][C:7]([C:8]([OH:10])=[O:9])=[C:6]([NH:28][C:29]2[CH:34]=[CH:33][CH:32]=[CH:31][C:30]=2[F:35])[C:5]=1[F:36]. Procedure: Benzyl 4-azido-5-(benzyloxy)-3-fluoro-2-((2-fluorophenyl)amino)benzoate can be hydrogenated catalyzed by appropriate catalyst (such as Pd/C, Pt, Ni) in the solvent (include aliphatic and aromatic hydrocarbon (such as pentane, hexane, heptane, cyclohexane, petroleum ether, petrol, gasoline, benzene, toluene, xylene), ether (such as diethyl ether, dibutyl ether, glycol dimethyl ether, 2-methoxyethyl ether, tetrahydrofuran, dioxane), ester (such as ethyl acetate, methyl acetate), amide (such as N,N...